This data is from the Open Reaction Database (ORD), a public repository of structured organic reaction records. The task is: describe an organic reaction: reactants, conditions, products, and yield RXN SMILES: [CH2:1]([O:3][C:4](=[O:24])[CH2:5][C:6]1[CH:11]=[CH:10][C:9]([O:12][CH3:13])=[C:8]([O:14][C:15]2[CH:20]=[CH:19][C:18]([Cl:21])=[CH:17][C:16]=2[CH2:22]Br)[CH:7]=1)[CH3:2].[CH2:25]([SH:32])[C:26]1[CH:31]=[CH:30][CH:29]=[CH:28][CH:27]=1.[H-].[Na+]>O1CCOCC1>[CH2:1]([O:3][C:4](=[O:24])[CH2:5][C:6]1[CH:11]=[CH:10][C:9]([O:12][CH3:13])=[C:8]([O:14][C:15]2[CH:20]=[CH:19][C:18]([Cl:21])=[CH:17][C:16]=2[CH2:22][S:32][CH2:25][C:26]2[CH:31]=[CH:30][CH:29]=[CH:28][CH:27]=2)[CH:7]=1)[CH3:2] |f:2.3|. Run at time 1 hour. Starting materials: C(C)OC(CC1=CC(=C(C=C1)OC)OC1=C(C=C(C=C1)Cl)CBr)=O ([3-(2-bromomethyl-4-chloro-phenoxy)-4-methoxy-phenyl]-acetic acid ethyl ester), C(C1=CC=CC=C1)S (benzyl mercaptan), [H-].[Na+] (sodium hydride). Procedure details: To [3-(2-bromomethyl-4-chloro-phenoxy)-4-methoxy-phenyl]-acetic acid ethyl ester (0.15 g 0.36 mmol) and benzyl mercaptan (0.06 mL, 0.4 mmol) in 1,4-dioxane (10 mL) was added sodium hydride (60% in mineral oil; 0.05 g, 1.25 mmol), and the reaction was stirred for 1 hour at room temperature. After work-up, the crude material was purified by preparative HPLC to give the title compound. Solvent: O1CCOCC1 (1,4-dioxane). Product: C(C)OC(CC1=CC(=C(C=C1)OC)OC1=C(C=C(C=C1)Cl)CSCC1=CC=CC=C1)=O ([3-(2-Benzylsulfanylmethyl-4-chloro-phenoxy)-4-methoxy-phenyl]-acetic acid ethyl ester).